The task is: describe an organic reaction: reactants, conditions, products, and yield. This data is from the Open Reaction Database (ORD), a public repository of structured organic reaction records. Starting materials: OC1=C(N)C=CC(=C1)C(=O)OC (2-hydroxy 4-carbomethoxy aniline), BrC1=C(C=CC=C1)N=C=O (2-bromo phenyl isocyanate). The product is OC1=C(C=CC(=C1)C(=O)OC)NC(=O)NC1=C(C=CC=C1)Br (N-(2-hydroxy 4-carbomethoxy phenyl) N′-(2-bromo phenyl)urea). The yield is 32.9%. RXN SMILES: [OH:1][C:2]1[CH:8]=[C:7]([C:9]([O:11][CH3:12])=[O:10])[CH:6]=[CH:5][C:3]=1[NH2:4].[Br:13][C:14]1[CH:19]=[CH:18][CH:17]=[CH:16][C:15]=1[N:20]=[C:21]=[O:22]>>[OH:1][C:2]1[CH:8]=[C:7]([C:9]([O:11][CH3:12])=[O:10])[CH:6]=[CH:5][C:3]=1[NH:4][C:21]([NH:20][C:15]1[CH:16]=[CH:17][CH:18]=[CH:19][C:14]=1[Br:13])=[O:22]. Procedure details: The urea was prepared from 2-hydroxy 4-carbomethoxy aniline (0.167 g, 1 mmol) and 2-bromo phenyl isocyanate (1 mmol) by general Method B. It was purified by dilution with methylene chloride and precipitation with hexane. Filtering afforded the desired compound (0.12 g, 33%). EI-MS m/z 363 (M−H)− The reactants are Br, COc1nc(Br)cnc1NS(=O)(=O)c1cccc2c(NC(=O)OCc3ccccc3)cccc12, CCOCC, CC(=O)O. The product is COc1nc(Br)cnc1NS(=O)(=O)c1cccc2c(N)cccc12. As a reaction SMILES: [BrH:40].[CH2:1]([O:2][C:3](=[O:4])[NH:11][c:12]1[c:13]2[cH:14][cH:15][cH:16][c:17]([S:22](=[O:23])(=[O:24])[NH:25][c:26]3[n:27][cH:28][c:29]([Br:34])[n:30][c:31]3[O:32][CH3:33])[c:18]2[cH:19][cH:20][cH:21]1)[c:5]1[cH:6][cH:7][cH:8][cH:9][cH:10]1.[CH3:35][CH2:36][O:37][CH2:38][CH3:39].[CH3:41][C:42](=[O:43])[OH:44]>>[NH2:11][c:12]1[c:13]2[cH:14][cH:15][cH:16][c:17]([S:22](=[O:23])(=[O:24])[NH:25][c:26]3[n:27][cH:28][c:29]([Br:34])[n:30][c:31]3[O:32][CH3:33])[c:18]2[cH:19][cH:20][cH:21]1. Starting materials: BrC(Br)(Br)Br, OCc1ccc(Cl)c(I)c1, ClCCl, c1ccc(P(c2ccccc2)c2ccccc2)cc1. The product is Clc1ccc(CBr)cc1I. Reaction SMILES: [C:30]([Br:31])([Br:32])([Br:33])[Br:34].[Cl:20][c:21]1[c:22]([I:29])[cH:23][c:24]([CH2:25][OH:26])[cH:27][cH:28]1.[Cl:35][CH2:36][Cl:37].[c:1]1([P:2]([c:3]2[cH:4][cH:5][cH:6][cH:7][cH:8]2)[c:9]2[cH:10][cH:11][cH:12][cH:13][cH:14]2)[cH:15][cH:16][cH:17][cH:18][cH:19]1>>[Cl:20][c:21]1[c:22]([I:29])[cH:23][c:24]([CH2:25][Br:31])[cH:27][cH:28]1. Reactants: COC([C@H](CC1=C(C=C(C=C1C)O)C)OCC)=O ((2S)-2-ethoxy-3-(4-hydroxy-2,6-dimethyl-phenyl)-propionic acid methyl ester), O=P(Cl)(Cl)Cl (POCl3), C([O-])([O-])=O.[Cs+].[Cs+] (cesium carbonate), ClCC=1N=C(OC1C)C1=CC(=CC=C1)Cl (4-chloromethyl-2-(3-chloro-phenyl)-5-methyl-oxazole), ClC=1C=C(C=O)C=CC1 (3-chloro-benzaldehyde), [I-].[K+] (potassium iodide). Reaction SMILES: [CH3:1][O:2][C:3](=[O:18])[C@@H:4]([O:15][CH2:16][CH3:17])[CH2:5][C:6]1[C:11]([CH3:12])=[CH:10][C:9]([OH:13])=[CH:8][C:7]=1[CH3:14].Cl[CH2:20][C:21]1[N:22]=[C:23]([C:27]2[CH:32]=[CH:31][CH:30]=[C:29]([Cl:33])[CH:28]=2)[O:24][C:25]=1[CH3:26].ClC1C=C(C=CC=1)C=O.O=P(Cl)(Cl)Cl.C(=O)([O-])[O-].[Cs+].[Cs+].[I-].[K+]>>[CH3:1][O:2][C:3](=[O:18])[C@@H:4]([O:15][CH2:16][CH3:17])[CH2:5][C:6]1[C:11]([CH3:12])=[CH:10][C:9]([O:13][CH2:20][C:21]2[N:22]=[C:23]([C:27]3[CH:32]=[CH:31][CH:30]=[C:29]([Cl:33])[CH:28]=3)[O:24][C:25]=2[CH3:26])=[CH:8][C:7]=1[CH3:14] |f:4.5.6,7.8|. Product: COC([C@H](CC1=C(C=C(C=C1C)OCC=1N=C(OC1C)C1=CC(=CC=C1)Cl)C)OCC)=O ((S)-3-{4-[2-(3-chloro-phenyl)-5-methyl-oxazol-4-ylmethoxy]-2,6-dimethyl-phenyl}-2-ethoxy-propionic acid methyl ester). Procedure: In analogy to the procedure described in example 1 f], (2S)-2-ethoxy-3-(4-hydroxy-2,6-dimethyl-phenyl)-propionic acid methyl ester (example 29 e]) was reacted with 4-chloromethyl-2-(3-chloro-phenyl)-5-methyl-oxazole (prepared from 3-chloro-benzaldehyde and diacetyl monoxyme followed by treatment with POCl3 in analogy to the procedures described in examples 5 a] and 2 b]) in the presence of cesium carbonate and potassium iodide to yield (S)-3-{4-[2-(3-chloro-phenyl)-5-methyl-oxazol-4-ylmethoxy]-2... The reactants are NC1=CC=C(C=C1)C=1C(NC(NN1)=O)C (6-(4-aminophenyl)-5-methyl-4,5-dihydro-1,2,4-triazin-3(2H)-one), ClN1C(CCC1=O)=O (N-chlorosuccinimide), CN(C=O)C (dimethylformamide). The solvent is O (water). Yields the product NC1=C(C=C(C=C1)C=1C(NC(NN1)=O)C)Cl (6-(4-amino-3-chlorophenyl)-5-methyl-4,5-dihydro-1,2,4-triazin-3(2H)-one). Yield: 8.6%. Reaction SMILES: [NH2:1][C:2]1[CH:7]=[CH:6][C:5]([C:8]2[CH:9]([CH3:15])[NH:10][C:11](=[O:14])[NH:12][N:13]=2)=[CH:4][CH:3]=1.[Cl:16]N1C(=O)CCC1=O.CN(C)C=O>O>[NH2:1][C:2]1[CH:3]=[CH:4][C:5]([C:8]2[CH:9]([CH3:15])[NH:10][C:11](=[O:14])[NH:12][N:13]=2)=[CH:6][C:7]=1[Cl:16]. Procedure: A mixture of 6-(4-aminophenyl)-5-methyl-4,5-dihydro-1,2,4-triazin-3(2H)-one (0.2 g), N-chlorosuccinimide (0.135 g) and dimethylformamide (3 ml) was stirred with ice-cooling for an hour. The reaction mixture was poured into water and extracted with chloroform. The extract was concentrated to dryness under reduced pressure and the residue was crystallized from chloroform to give 6-(4-amino-3-chlorophenyl)-5-methyl-4,5-dihydro-1,2,4-triazin-3(2H)-one (0.02 g). Starting materials: 2,2-dimethyl-5-cyano-5-chromanone, P(Br)(Br)Br (PBr3), N1C(C=CC=C1)=O (1H-2-pyridone), C(=O)([O-])[O-].[K+].[K+] (K2CO3), CC1(OC2=CC=C(C=C2C(=C1C=O)Br)C#N)C (2,2-dimethyl-3-formyl-4-bromo-6-cyano-3-chromene). The solvent is C(Cl)(Cl)Cl (chloroform), C(C)(=O)OCC (ethyl acetate), C(Cl)(Cl)Cl (chloroform), CN(C)C=O (DMF), CN(C)C=O (DMF). Conditions: time 1 hour. Yields the product CC1(OC2=CC=C(C=C2C(=C1C=O)N1C(C=CC=C1)=O)C#N)C (2,2-dimethyl-3-formyl-4-(1,2-dihydro-2-oxo-1-pyridyl)-6-cyano-3-chromene). Reaction SMILES: [CH3:1][C:2]1([CH3:17])[C:11]([CH:12]=[O:13])=[C:10](Br)[C:9]2[C:4](=[CH:5][CH:6]=[C:7]([C:15]#[N:16])[CH:8]=2)[O:3]1.P(Br)(Br)Br.[NH:22]1[CH:27]=[CH:26][CH:25]=[CH:24][C:23]1=[O:28].C([O-])([O-])=O.[K+].[K+]>C(Cl)(Cl)Cl.C(OCC)(=O)C.CN(C=O)C>[CH3:1][C:2]1([CH3:17])[C:11]([CH:12]=[O:13])=[C:10]([N:22]2[CH:27]=[CH:26][CH:25]=[CH:24][C:23]2=[O:28])[C:9]2[C:4](=[CH:5][CH:6]=[C:7]([C:15]#[N:16])[CH:8]=2)[O:3]1 |f:3.4.5|. Reported procedure: A mixture of 1.4 g of 2,2-dimethyl-3-formyl-4-bromo-6-cyano-3-chromene (m.p. 124°-125°; obtainable by dropwise addition of a solution of 2,2-dimethyl-5-cyano-5-chromanone in chloroform to a mixture of equal volume parts of DMF and PBr3 in chloroform and subsequent boiling for 11 hours), 0.9 g of 1H-2-pyridone, 3 g of K2CO3 and 20 ml of DMF is stirred at 60° for 1 hour. The mixture is diluted with ethyl acetate and filtered, and customary working up of the filtrate gives 2,2-dimethyl-3-formyl-4-(...